From a dataset of the Open Reaction Database (ORD), a public repository of structured organic reaction records. describe an organic reaction: reactants, conditions, products, and yield Reactants: CN1N=CC2=CC(=CC=C12)C#N (1-methyl-1H-indazole-5-carbonitrile), Cl.NO (hydroxylamine hydrochloride), C([O-])(O)=O.[Na+] (sodium bicarbonate). Solvent: CO (Methanol). Product: ON=C(N)C=1C=C2C=NN(C2=CC1)C (N′-hydroxy-1-methyl-1H-indazole-5-carboximidamide). The yield is 70.2%. RXN SMILES: [CH3:1][N:2]1[C:10]2[C:5](=[CH:6][C:7]([C:11]#[N:12])=[CH:8][CH:9]=2)[CH:4]=[N:3]1.Cl.[NH2:14][OH:15].C(=O)(O)[O-].[Na+]>CO>[OH:15][N:14]=[C:11]([C:7]1[CH:6]=[C:5]2[C:10](=[CH:9][CH:8]=1)[N:2]([CH3:1])[N:3]=[CH:4]2)[NH2:12] |f:1.2,3.4|. Procedure: A solution of 1-methyl-1H-indazole-5-carbonitrile (205 mg, 1.304 mmol), hydroxylamine hydrochloride (363 mg, 5.22 mmol) and sodium bicarbonate (548 mg, 6.52 mmol) in Methanol (6 mL) was heated to 60 degrees for 90 min. The reaction mixture was cooled to ambient temperature and partitioned between EtOAc and water. The aqueous layer was extracted with EtOAc, and the combined organics washed with brine, dried (Na2SO4) and concentrated to afford the crude N′-hydroxy-1-methyl-1H-indazole-5-carboximid... The reactants are CCC(=O)OCCc1ccc(-n2c(CC)nc3c(C)c(N)cnc32)cc1, CS(=O)(=O)Cl, ClCCl, c1ccncc1. The product is CCC(=O)OCCc1ccc(-n2c(CC)nc3c(C)c(NS(C)(=O)=O)cnc32)cc1. RXN SMILES: [C:1]([CH2:2][CH3:3])(=[O:4])[O:5][CH2:6][CH2:7][c:8]1[cH:9][cH:10][c:11](-[n:14]2[c:15]([CH2:25][CH3:26])[n:16][c:17]3[c:18]2[n:19][cH:20][c:21]([NH2:24])[c:22]3[CH3:23])[cH:12][cH:13]1.[CH3:33][S:34]([Cl:35])(=[O:36])=[O:37].[Cl:38][CH2:39][Cl:40].[cH:27]1[cH:28][cH:29][n:30][cH:31][cH:32]1>>[C:1]([CH2:2][CH3:3])(=[O:4])[O:5][CH2:6][CH2:7][c:8]1[cH:9][cH:10][c:11](-[n:14]2[c:15]([CH2:25][CH3:26])[n:16][c:17]3[c:18]2[n:19][cH:20][c:21]([NH:24][S:34]([CH3:33])(=[O:36])=[O:37])[c:22]3[CH3:23])[cH:12][cH:13]1. Reactants: solid, ClC1=CC(=C(C=C1)C1=NC2=C(N1CC1=CC=C(C=C1)CCC(=O)O)C=C(C(=C2)F)F)OCC2CCCC2 (3-{4-[2-(4-Chloro-2-cyclopentylmethoxy-phenyl)-5,6-difluoro-benzoimidazol-1-ylmethyl]-phenyl}-propionic acid), C1(CCCCC1)CN1C(=NC2=C1C=C(C(=C2)F)F)C2=C(C=CC=C2)OCC2=C(C=C(C=C2)C2=NN=NN2)F (1-Cyclohexylmethyl-5,6-difluoro-2-{2-[2-fluoro-4-(1H-tetrazol-5-yl)-benzyloxy]-phenyl}-1H-benzoimidazole), C1(CCCCC1)CN1C(=NC2=C1C=C(C(=C2)F)F)C2=C(C=CC=C2)OCC2=C(C=C(C=C2)C2=NN=NN2)F (1-Cyclohexylmethyl-5,6-difluoro-2-{2-[2-fluoro-4-(1H-tetrazol-5-yl)-benzyloxy]-phenyl}-1H-benzoimidazole), BrCC1=C(C=C(C#N)C=C1)F (4-bromomethyl-3-fluoro-benzonitrile). The product is FC1=CC2=C(N(C(=N2)C2=C(C=CC=C2)OC)CC2=C(C=C(C#N)C=C2)F)C=C1F (4-[5,6-Difluoro-2-(2-methoxy-phenyl)-benzoimidazol-1-ylmethyl]-3-fluoro-benzonitrile). RXN SMILES: ClC1C=CC(C2N(CC3C=CC(CCC(O)=O)=CC=3)C3C=C(F)C(F)=CC=3N=2)=C(OCC2CCCC2)C=1.C1([CH2:44][N:45]2[C:49]3[CH:50]=[C:51]([F:55])[C:52]([F:54])=[CH:53][C:48]=3[N:47]=[C:46]2[C:56]2[CH:61]=[CH:60][CH:59]=[CH:58][C:57]=2[O:62][CH2:63]C2C=CC(C3NN=NN=3)=CC=2F)CCCCC1.BrC[C:78]1[CH:85]=[CH:84][C:81]([C:82]#[N:83])=[CH:80][C:79]=1[F:86]>>[F:54][C:52]1[C:51]([F:55])=[CH:50][C:49]2[N:45]([CH2:44][C:78]3[CH:85]=[CH:84][C:81]([C:82]#[N:83])=[CH:80][C:79]=3[F:86])[C:46]([C:56]3[CH:61]=[CH:60][CH:59]=[CH:58][C:57]=3[O:62][CH3:63])=[N:47][C:48]=2[CH:53]=1. Procedure: The title compound was prepared in analogy to Example 19, intermediate b, from 5,6-difluoro-2-(2-methoxy-phenyl)-1H-benzoimidazole (Example 34, intermediate d) and 4-bromomethyl-3-fluoro-benzonitrile (CAS Reg. No. 105942-09-4). Blue solid (32%). MS (Turbo Spray): m/z=394.4 (M+H). The reactants are O=C([O-])O, CS(=O)(=O)n1c(N)nc2ccccc21, O=S(=O)(O)Cl, [Na+], O. The product is CS(=O)(=O)n1c(N)nc2cc(S(=O)(=O)Cl)ccc21. RXN SMILES: [C:20](=[O:21])([OH:22])[O-:23].[CH3:6][S:7](=[O:8])(=[O:9])[n:10]1[c:11]([NH2:19])[n:12][c:13]2[c:14]1[cH:15][cH:16][cH:17][cH:18]2.[Cl:1][S:2](=[O:3])(=[O:4])[OH:5].[Na+:24].[OH2:25]>>[Cl:1][S:2](=[O:3])(=[O:5])[c:17]1[cH:16][cH:15][c:14]2[n:10]([S:7]([CH3:6])(=[O:8])=[O:9])[c:11]([NH2:19])[n:12][c:13]2[cH:18]1.